This data is from the Open Reaction Database (ORD), a public repository of structured organic reaction records. The task is: describe an organic reaction: reactants, conditions, products, and yield The reactants are FC1=C(C=CC(=C1F)OCC)[C@@H]1CC[C@H](CC1)C1C=CC(CC1)=O (4-(trans-4-(2,3-difluoro-4-ethyloxyphenyl)cyclohexyl)-2-cyclohex enone), propylmagnesium bromide THF, C1CCOC1 (THF), [Cl-].[NH4+] (ammonium chloride), resultant mixture. Conditions: time 8 hour. The product is FC1=C(C=CC(=C1F)OCC)[C@@H]1CC[C@H](CC1)C1C=CC(CC1)(O)CCC (4-(trans-4-(2,3-difluoro-4-ethyloxyphenyl)cyclohexyl)-1-propyl-2-cyclohexene-1-ol). RXN SMILES: [F:1][C:2]1[C:7]([F:8])=[C:6]([O:9][CH2:10][CH3:11])[CH:5]=[CH:4][C:3]=1[C@H:12]1[CH2:17][CH2:16][C@H:15]([CH:18]2[CH2:23][CH2:22][C:21](=[O:24])[CH:20]=[CH:19]2)[CH2:14][CH2:13]1.[Cl-].[NH4+].[CH2:27]1[CH2:31]OC[CH2:28]1>>[F:1][C:2]1[C:7]([F:8])=[C:6]([O:9][CH2:10][CH3:11])[CH:5]=[CH:4][C:3]=1[C@H:12]1[CH2:13][CH2:14][C@H:15]([CH:18]2[CH2:23][CH2:22][C:21]([CH2:28][CH2:27][CH3:31])([OH:24])[CH:20]=[CH:19]2)[CH2:16][CH2:17]1 |f:1.2|. Procedure details: Under a nitrogen atmosphere, 4.97 g of 4-(trans-4-(2,3-difluoro-4-ethyloxyphenyl)cyclohexyl)-2-cyclohex enone (r-15) was dissolved into 60 mL of THF, 18.0 mL of propylmagnesium bromide THF solution (1 M/L) was added dropwise thereto at room temperature, and the resultant mixture was stirred at 50° C. for 30 minutes, and then stirred at room temperature overnight. A saturated aqueous solution of ammonium chloride was added dropwise under ice-cooling, the resultant mixture was subjected to extract...